This data is from the Open Reaction Database (ORD), a public repository of structured organic reaction records. The task is: describe an organic reaction: reactants, conditions, products, and yield Starting materials: OC1=CC=C(C=O)C=C1 (4-hydroxybenzaldehyde), BrBr (bromine), O (water). Solvent: C(Cl)(Cl)Cl (chloroform). Conditions: time 2 hour. Product: BrC=1C=C(C=O)C=CC1O (3-bromo-4-hydroxybenzaldehyde). Reaction SMILES: [OH:1][C:2]1[CH:9]=[CH:8][C:5]([CH:6]=[O:7])=[CH:4][CH:3]=1.[Br:10]Br.O>C(Cl)(Cl)Cl>[Br:10][C:3]1[CH:4]=[C:5]([CH:8]=[CH:9][C:2]=1[OH:1])[CH:6]=[O:7]. Procedure details: A solution of 4-hydroxybenzaldehyde (10.0 g, 81.9 mmol) in chloroform (100 mL) was added with bromine (4.30 mL, 83.5 mmol), followed by stirring at room temperature for 2 hours. The reaction mixture was added with water (100 mL), and the solvent of the organic layer was evaporated under reduced pressure to obtain 3-bromo-4-hydroxybenzaldehyde as a pale yellow solid (quantitative yield). The reactants are C([O-])(O)=O.[Na+] (sodium bicarbonate), lithium anilide, [Li]CCCC (nBuLi), hexanes, mixture, ClC1=NC(=CC(=N1)Cl)C1=C(C=CC=C1F)Cl (2,4-dichloro-6-(2-chloro-6-fluorophenyl)pyrimidine), NC=1C=CC(=NC1)Cl (5-amino-2-chloropyridine). Solvent: C(C)(=O)OCC (ethyl acetate), C(Cl)(Cl)Cl (chloroform), C1CCOC1 (THF), C1CCOC1 (THF). Conditions: time 10 minute. Product: ClC1=NC(=CC(=N1)NC=1C=NC(=CC1)Cl)C1=CC=CC=C1 (2-chloro-N-(6-chloropyridin-3-yl)-6-phenylpyrimidin-4-amine). As a reaction SMILES: [NH2:1][C:2]1[CH:3]=[CH:4][C:5]([Cl:8])=[N:6][CH:7]=1.[Li]CCCC.[Cl:14][C:15]1[N:20]=[C:19](Cl)[CH:18]=[C:17]([C:22]2[C:27](F)=[CH:26][CH:25]=[CH:24][C:23]=2Cl)[N:16]=1.C(=O)(O)[O-].[Na+]>C1COCC1.C(Cl)(Cl)Cl.C(OCC)(=O)C>[Cl:14][C:15]1[N:20]=[C:19]([NH:1][C:2]2[CH:7]=[N:6][C:5]([Cl:8])=[CH:4][CH:3]=2)[CH:18]=[C:17]([C:22]2[CH:27]=[CH:26][CH:25]=[CH:24][CH:23]=2)[N:16]=1 |f:3.4|. Reported procedure: Cooled a solution of 5-amino-2-chloropyridine (218.55 mg, 1.7 mmol) in dry THF (4.3 mL) in a dry-ice/acetone bath under nitrogen. The mixture was treated with a solution of nBuLi in hexanes (0.68 mL, 2.5M, 1.7 mmol) dropwise and stirred cold for 10 minutes. Allowed to warm to room temperature and ˜1.7 mL of the mixture was added dropwise to a solution of 2,4-dichloro-6-phenylpyrimidine (X) (190 mg, 0.844 mmol) in dry THF (2 mL). The mixture was stirred for 15 minutes and treated with an addition... Reactants: CS(=O)(=O)O[C@H]1C[C@H]([C@H](C1)O[Si](C)(C)C(C)(C)C)COCC1=CC=CC=C1 ((1S,3S,4S)-3-[(benzyloxy)methyl]-4-{[tert-butyl(dimethyl)silyl]-oxy}cyclopentyl methanesulfonate), CO (methanol). The reagents and catalysts are [OH-].[Pd+2].[OH-] (Palladium hydroxide), [Pd] (Pd on carbon). Reaction conditions: time 2 hour. The product is CS(=O)(=O)O[C@@H]1C[C@@H]([C@@H](C1)CO)O[Si](C)(C)C(C)(C)C ((1S,3S,4S)-3-{[tert-butyl(dimethyl)silyl]oxy}-4-(hydroxymethyl)cyclopentyl methanesulfonate). As a reaction SMILES: [CH3:1][S:2]([O:5][C@@H:6]1[CH2:10][C@H:9]([O:11][Si:12]([C:15]([CH3:18])([CH3:17])[CH3:16])([CH3:14])[CH3:13])[C@H:8]([CH2:19][O:20]CC2C=CC=CC=2)[CH2:7]1)(=[O:4])=[O:3].CO>[OH-].[Pd+2].[OH-].[Pd]>[CH3:1][S:2]([O:5][C@H:6]1[CH2:7][C@@H:8]([CH2:19][OH:20])[C@@H:9]([O:11][Si:12]([C:15]([CH3:18])([CH3:17])[CH3:16])([CH3:13])[CH3:14])[CH2:10]1)(=[O:4])=[O:3] |f:2.3.4|. Procedure details: A suspension of (1S,3S,4S)-3-[(benzyloxy)methyl]-4-{[tert-butyl(dimethyl)silyl]-oxy}cyclopentyl methanesulfonate (690 mg, 0.0017 mol) and Palladium hydroxide, 20 wt. % Pd on carbon (160 mg, 0.00012 mol) in methanol (10 mL, 0.2 mol) was stirred under an atmosphere of hydrogen for 2 hours. The reaction was purged with nitrogen and filtered the mixture through celite with DCM. The filtrate was concentrated to obtain 350 mg (65%). The reactants are [Si](C)(C)(C(C)(C)C)OCCN(S(=O)(=O)C1=C(C=CC(=C1)S(N(CCO[Si](C)(C)C(C)(C)C)CCO[Si](C)(C)C(C)(C)C)(=O)=O)[Bi](C1=C(C=C(C=C1)S(N(CCO[Si](C)(C)C(C)(C)C)CCO[Si](C)(C)C(C)(C)C)(=O)=O)S(N(CCO[Si](C)(C)C(C)(C)C)CCO[Si](C)(C)C(C)(C)C)(=O)=O)C1=C(C=C(C=C1)S(N(CCO[Si](C)(C)C(C)(C)C)CCO[Si](C)(C)C(C)(C)C)(=O)=O)S(N(CCO[Si](C)(C)C(C)(C)C)CCO[Si](C)(C)C(C)(C)C)(=O)=O)CCO[Si](C)(C)C(C)(C)C (tris(2,4-bis(N,N-bis(2-t-butyldimethylsilyloxyethyl)sulfamoyl)phenyl)bismuthine), [F-].C(CCC)[N+](CCCC)(CCCC)CCCC (tetra-n-butylammonium fluoride). The solvent is O1CCCC1 (tetrahydrofuran), O1CCCC1 (tetrahydrofuran). Conditions: temperature -30 celsius. Yields the product OCCN(S(=O)(=O)C1=C(C=CC(=C1)S(N(CCO)CCO)(=O)=O)[Bi](C1=C(C=C(C=C1)S(N(CCO)CCO)(=O)=O)S(N(CCO)CCO)(=O)=O)C1=C(C=C(C=C1)S(N(CCO)CCO)(=O)=O)S(N(CCO)CCO)(=O)=O)CCO (Tris(2,4-bis(N,N-bis(2-hydroxyethyl)sulfamoyl)phenyl)bismuthine). Yield: 94.7%. RXN SMILES: [Si]([O:8][CH2:9][CH2:10][N:11]([CH2:154][CH2:155][O:156][Si](C(C)(C)C)(C)C)[S:12]([C:15]1[CH:20]=[C:19]([S:21](=[O:44])(=[O:43])[N:22]([CH2:33][CH2:34][O:35][Si](C(C)(C)C)(C)C)[CH2:23][CH2:24][O:25][Si](C(C)(C)C)(C)C)[CH:18]=[CH:17][C:16]=1[Bi:45]([C:100]1[CH:105]=[CH:104][C:103]([S:106](=[O:129])(=[O:128])[N:107]([CH2:118][CH2:119][O:120][Si](C(C)(C)C)(C)C)[CH2:108][CH2:109][O:110][Si](C(C)(C)C)(C)C)=[CH:102][C:101]=1[S:130](=[O:153])(=[O:152])[N:131]([CH2:142][CH2:143][O:144][Si](C(C)(C)C)(C)C)[CH2:132][CH2:133][O:134][Si](C(C)(C)C)(C)C)[C:46]1[CH:51]=[CH:50][C:49]([S:52](=[O:75])(=[O:74])[N:53]([CH2:64][CH2:65][O:66][Si](C(C)(C)C)(C)C)[CH2:54][CH2:55][O:56][Si](C(C)(C)C)(C)C)=[CH:48][C:47]=1[S:76](=[O:99])(=[O:98])[N:77]([CH2:88][CH2:89][O:90][Si](C(C)(C)C)(C)C)[CH2:78][CH2:79][O:80][Si](C(C)(C)C)(C)C)(=[O:14])=[O:13])(C(C)(C)C)(C)C.[F-].C([N+](CCCC)(CCCC)CCCC)CCC>O1CCCC1>[OH:80][CH2:79][CH2:78][N:77]([CH2:88][CH2:89][OH:90])[S:76]([C:47]1[CH:48]=[C:49]([S:52](=[O:75])(=[O:74])[N:53]([CH2:64][CH2:65][OH:66])[CH2:54][CH2:55][OH:56])[CH:50]=[CH:51][C:46]=1[Bi:45]([C:100]1[CH:105]=[CH:104][C:103]([S:106](=[O:129])(=[O:128])[N:107]([CH2:118][CH2:119][OH:120])[CH2:108][CH2:109][OH:110])=[CH:102][C:101]=1[S:130](=[O:153])(=[O:152])[N:131]([CH2:142][CH2:143][OH:144])[CH2:132][CH2:133][OH:134])[C:16]1[CH:17]=[CH:18][C:19]([S:21](=[O:43])(=[O:44])[N:22]([CH2:33][CH2:34][OH:35])[CH2:23][CH2:24][OH:25])=[CH:20][C:15]=1[S:12](=[O:13])(=[O:14])[N:11]([CH2:10][CH2:9][OH:8])[CH2:154][CH2:155][OH:156])(=[O:98])=[O:99] |f:1.2|. Procedure details: A solution of 1.38 g of the tris(2,4-bis(N,N-bis(2-t-butyldimethylsilyloxyethyl)sulfamoyl)phenyl)bismuthine preparation obtained in Example 5 in 15 ml of tetrahydrofuran was cooled to -30° C., and 5.88 ml of a 1 M/1 tetrahydrofuran solution of tetra-n-butylammonium fluoride was gradually added droprise under stirring. After removal of the cooling bath, it was stirred further for 2 hours. Water and n-hexane were added to the reaction solution, and after vigorous shaking, the aqueous layer was sep... The reactants are C#CCOc1ccc(C(=O)Cl)cc1F, CC(N)C(C)(C)C. Yields the product C#CCOc1ccc(C(=O)NC(C)C(C)(C)C)cc1F. Reaction SMILES: [CH2:8]([C:9]#[CH:10])[O:11][c:12]1[c:13]([F:21])[cH:14][c:15]([C:16](=[O:17])[Cl:18])[cH:19][cH:20]1.[CH3:1][CH:2]([C:3]([CH3:4])([CH3:5])[CH3:6])[NH2:7]>>[CH3:1][CH:2]([C:3]([CH3:4])([CH3:5])[CH3:6])[NH:7][C:16]([c:15]1[cH:14][c:13]([F:21])[c:12]([O:11][CH2:8][C:9]#[CH:10])[cH:20][cH:19]1)=[O:17]. Starting materials: FC1=NC=CC=C1C1CC(N(CC1)C)=O (4-(2-fluoropyridin-3-yl)-1-methylpiperidin-2-one), S1C(=NC2=C1C=CC=C2)NC2=CC=C(C=C2)O (4-(benzo[d]thiazol-2-ylamino)phenol), C([O-])([O-])=O.[Cs+].[Cs+] (cesium carbonate). Solvent: CN1C(CCC1)=O (1-methyl-2-pyrrolidinone). Conditions: temperature 120 celsius. The product is EtOAc Hexanes, S1C(=NC2=C1C=CC=C2)NC2=CC=C(OC1=NC=CC=C1C1CC(N(CC1)C)=O)C=C2 (4-(2-(4-(benzo[d]thiazol-2-ylamino)phenoxy)pyridin-3-yl)-1-methylpiperidin-2-one). Isolated yield 37.1%. As a reaction SMILES: F[C:2]1[C:7]([CH:8]2[CH2:13][CH2:12][N:11]([CH3:14])[C:10](=[O:15])[CH2:9]2)=[CH:6][CH:5]=[CH:4][N:3]=1.[S:16]1[C:20]2[CH:21]=[CH:22][CH:23]=[CH:24][C:19]=2[N:18]=[C:17]1[NH:25][C:26]1[CH:31]=[CH:30][C:29]([OH:32])=[CH:28][CH:27]=1.C(=O)([O-])[O-].[Cs+].[Cs+]>CN1CCCC1=O>[S:16]1[C:20]2[CH:21]=[CH:22][CH:23]=[CH:24][C:19]=2[N:18]=[C:17]1[NH:25][C:26]1[CH:31]=[CH:30][C:29]([O:32][C:2]2[C:7]([CH:8]3[CH2:13][CH2:12][N:11]([CH3:14])[C:10](=[O:15])[CH2:9]3)=[CH:6][CH:5]=[CH:4][N:3]=2)=[CH:28][CH:27]=1 |f:2.3.4|. Procedure: Into a sealed tube were added 4-(2-fluoropyridin-3-yl)-1-methylpiperidin-2-one (0.06 g, 0.288 mmol), 4-(benzo[d]thiazol-2-ylamino)phenol (0.223 g, 0.922 mmol), cesium carbonate (0.310 g, 0.951 mmol), and 1-methyl-2-pyrrolidinone (1 mL). After degassing for 5 min, the reaction was heated at 120° C. for 14 h. The cooled mixture was diluted with EtOAc and washed with water; the aqueous layer was back-washed with EtOAc (1×). The combined organic extracts were washed with aqueous 1N NaOH solution, dr...